This data is from the Open Reaction Database (ORD), a public repository of structured organic reaction records. The task is: describe an organic reaction: reactants, conditions, products, and yield Reactants: Br, O=C([O-])O, Cc1ccc(C)cc1, O=[N+]([O-])c1c[nH]c([N+](=O)[O-])n1, [Na+]. Yields the product O=[N+]([O-])c1c[nH]c(Br)n1. RXN SMILES: [BrH:1].[C:13](=[O:14])([O-:15])[OH:16].[CH3:18][c:19]1[cH:20][cH:21][c:22]([CH3:23])[cH:24][cH:25]1.[N+:2]([O-:3])(=[O:4])[c:5]1[nH:6][cH:7][c:8]([N+:10](=[O:11])[O-:12])[n:9]1.[Na+:17]>>[Br:1][c:5]1[nH:6][cH:7][c:8]([N+:10](=[O:11])[O-:12])[n:9]1. As a reaction SMILES: [CH3:1][O:2][C:3]1[CH:11]=[CH:10][CH:9]=[C:8]2[C:4]=1[CH2:5][CH2:6][C:7]2=O.[CH:13]([NH2:16])([CH3:15])[CH3:14]>ClCCl.[Ti](Cl)(Cl)(Cl)Cl>[CH:13]([NH:16][CH:7]1[C:8]2[C:4](=[C:3]([O:2][CH3:1])[CH:11]=[CH:10][CH:9]=2)[CH2:5][CH2:6]1)([CH3:15])[CH3:14]. Procedure: To a solution of 4-methoxy-1-indanone (0.71 g) and iso-propylamine (8 ml) in dichloromethane (10 ml) was added 1M solution of titanium(IV) chloride in dichloromethane (11 ml) at −60° C. for 15 minutes. The reaction mixture was stirred for 3 hours at the same temperature. Methanol (15 ml) wash added to the reaction mixture. After being stirred for 2 hours at room temperature, the solution was evaporated in vacuo. The residue was partitioned between ethyl acetate and 1N aqueous NaOH solution. The ... The reagents and catalysts are [Ti](Cl)(Cl)(Cl)Cl (titanium(IV) chloride). Yields the product C(C)(C)NC1CCC2=C(C=CC=C12)OC (1-isopropylamino-2,3-dihydro-4-methoxy-1H-indene). Conditions: time 3 hour. Starting materials: COC1=C2CCC(C2=CC=C1)=O (4-methoxy-1-indanone), C(C)(C)N (iso-propylamine), solution. Run in ClCCl (dichloromethane), ClCCl (dichloromethane). Reactants: Cc1ccccc1, COc1ccccc1C1CCC(=O)CC1(O)C(=O)O, Cc1ccc(S(=O)(=O)O)cc1. Yields the product COc1ccccc1C1CCC(=O)C=C1C(=O)O. RXN SMILES: [CH3:31][c:32]1[cH:33][cH:34][cH:35][cH:36][cH:37]1.[OH:1][C:2]1([C:17](=[O:18])[OH:19])[CH2:3][C:4](=[O:16])[CH2:5][CH2:6][CH:7]1[c:8]1[c:9]([O:14][CH3:15])[cH:10][cH:11][cH:12][cH:13]1.[c:20]1([CH3:21])[cH:22][cH:23][c:24]([S:25]([OH:26])(=[O:27])=[O:28])[cH:29][cH:30]1>>[C:2]1([C:17](=[O:18])[OH:19])=[CH:3][C:4](=[O:16])[CH2:5][CH2:6][CH:7]1[c:8]1[c:9]([O:14][CH3:15])[cH:10][cH:11][cH:12][cH:13]1. Reactants: [BH4-], O=[N+]([O-])C=Cc1ccc(Br)cc1, CS(C)=O, CC(=O)O, [Na+], O. Yields the product O=[N+]([O-])CCc1ccc(Br)cc1. Reaction SMILES: [BH4-:17].[Br:1][c:2]1[cH:3][cH:4][c:5]([CH:8]=[CH:9][N+:10](=[O:11])[O-:12])[cH:6][cH:7]1.[CH3:13][S:14](=[O:15])[CH3:16].[CH3:20][C:21](=[O:22])[OH:23].[Na+:18].[OH2:19]>>[Br:1][c:2]1[cH:3][cH:4][c:5]([CH2:8][CH2:9][N+:10](=[O:11])[O-:12])[cH:6][cH:7]1.